From a dataset of the Open Reaction Database (ORD), a public repository of structured organic reaction records. describe an organic reaction: reactants, conditions, products, and yield Reactants: [Cl-].[Al+3].[Cl-].[Cl-] (aluminum chloride), CC=1NC(NC1)=O (1,3-dihydro-4-methyl-2H-imidazol-2-one), C(CC)(=O)Cl (propionyl chloride). The solvent is Cl (hydrochloride). The product is CC=1NC(NC1C(CC)=O)=O (1,3-Dihydro-4-methyl-5-(1-oxopropyl)-2H-imidazol-2-one). RXN SMILES: [Cl-].[Al+3].[Cl-].[Cl-].[CH3:5][C:6]1[NH:7][C:8](=[O:11])[NH:9][CH:10]=1.[C:12](Cl)(=[O:15])[CH2:13][CH3:14]>Cl>[CH3:5][C:6]1[NH:7][C:8](=[O:11])[NH:9][C:10]=1[C:12](=[O:15])[CH2:13][CH3:14] |f:0.1.2.3|. Procedure: To 13.3 g (0.1 mole) of aluminum chloride under 150 ml of dry dichloromethane is added 4.9 g (0.05 mole) of 1,3-dihydro-4-methyl-2H-imidazol-2-one and, dropwise, 5.1 g (0.055 mole) of propionyl chloride. The mixture is stirred and heated to reflux temperature for 6 hours. The mixture is cooled and 2N hydrochloride acid (150 ml) is added dropwise. The resulting precipitate is collected, washed with water and dichloromethane and recrystallized from 50% aqueous ethanol to give the title compound, m... The reactants are CCOC(=O)c1ccc(C2=CCCN(C(=O)OC(C)(C)C)C2)cc1, CCOC(C)=O, [H][H], O=[Pt]=O. Yields the product CCOC(=O)c1ccc(C2CCCN(C(=O)OC(C)(C)C)C2)cc1. As a reaction SMILES: [C:1]([CH3:2])([CH3:3])([CH3:4])[O:5][C:6](=[O:7])[N:8]1[CH2:9][CH2:10][CH:11]=[C:12]([c:14]2[cH:15][cH:16][c:17]([C:20](=[O:21])[O:22][CH2:23][CH3:24])[cH:18][cH:19]2)[CH2:13]1.[CH3:27][CH2:28][O:29][C:30]([CH3:31])=[O:32].[H:25][H:26].[Pt:33](=[O:34])=[O:35]>>[C:1]([CH3:2])([CH3:3])([CH3:4])[O:5][C:6](=[O:7])[N:8]1[CH2:9][CH2:10][CH2:11][CH:12]([c:14]2[cH:15][cH:16][c:17]([C:20](=[O:21])[O:22][CH2:23][CH3:24])[cH:18][cH:19]2)[CH2:13]1.